Dataset: the Open Reaction Database (ORD), a public repository of structured organic reaction records. Task: describe an organic reaction: reactants, conditions, products, and yield Starting materials: Cl (hydrochloric acid), C(#N)C1=CC(=C(C=O)C=C1)OC1=CC=CC=C1 (4-cyano-2-phenoxybenzaldeyde), [C-]#N.[K+] (potassium cyanide), C([O-])([O-])=O.[NH4+].[NH4+] (ammonium carbonate), C(C)O.O (ethanol water). The solvent is O (water). Conditions: temperature 80 celsius. The product is C(#N)C1=CC(=C(C=C1)C1C(NC(N1)=O)=O)OC1=CC=CC=C1 (5-(4-cyano-2-phenoxyphenyl)hydantoin). RXN SMILES: [C:1]([C:3]1[CH:10]=[CH:9][C:6]([CH:7]=O)=[C:5]([O:11][C:12]2[CH:17]=[CH:16][CH:15]=[CH:14][CH:13]=2)[CH:4]=1)#[N:2].[C-]#N.[K+].[C:21](=[O:24])([O-])[O-].[NH4+:25].[NH4+:26].Cl.[CH2:28]([OH:30])C.O>O>[C:1]([C:3]1[CH:10]=[CH:9][C:6]([CH:7]2[NH:26][C:28](=[O:30])[NH:25][C:21]2=[O:24])=[C:5]([O:11][C:12]2[CH:17]=[CH:16][CH:15]=[CH:14][CH:13]=2)[CH:4]=1)#[N:2] |f:1.2,3.4.5,7.8|. Procedure: A stirred mixture of 4-cyano-2-phenoxybenzaldeyde (2.23 g, 10 mmol), potassium cyanide (1.30 g, 20 mmol) and ammonium carbonate (3.84 g, 40 mmol) in ethanol-water (30 ml, 1:1) was heated to 80° C. for 2 hours in a sealed vessel. The mixture was diluted with water (30 ml), cautiously acidified to pH1 with 5M hydrochloric acid (20 ml) and extracted with ethyl acetate (30 ml). The extracts were washed with water (30 ml), dried, filtered and evaporated to a viscous brown oil (3.1 g). Chromatography ... Reactants: BrC1=CC(=NC(=N1)C)C=O (6-bromo-2-methylpyrimidine-4-carbaldehyde), NO.Cl (NH2OH.HCl), C(C)(=O)[O-].C(C)(=O)O.[Na+] (sodium acetate acetate). Run in C(C)O (ethanol), O (water), O (water). Reaction conditions: temperature 90 celsius. Yields the product BrC1=CC(=NC(=N1)C)C=NO (6-bromo-2-methylpyrimidine-4-carbaldehyde oxime). Isolated yield 33.8%. As a reaction SMILES: [Br:1][C:2]1[N:7]=[C:6]([CH3:8])[N:5]=[C:4]([CH:9]=O)[CH:3]=1.[NH2:11][OH:12].Cl.C([O-])(=O)C.C(O)(=O)C.[Na+]>C(O)C.O>[Br:1][C:2]1[N:7]=[C:6]([CH3:8])[N:5]=[C:4]([CH:9]=[N:11][OH:12])[CH:3]=1 |f:1.2,3.4.5|. Procedure: To a stirred solution of 6-bromo-2-methylpyrimidine-4-carbaldehyde (11 g, 54.7 mmol, Preparation #17 step 1) and NH2OH.HCl (7.61 g, 109 mmol, Sisco Research Labs) in ethanol (75 mL) and water (25 mL) was added sodium acetate acetate (13.47 g, 164 mmol). The reaction mixture was heated to reflux at about 90° C. for about 1 h. The mixture was cooled to RT and diluted with water (200 mL). The separated product (solid) was collected by filtration, washed with water and dried under vacuum to afford 6... As a reaction SMILES: [CH2:1]([O:8][C:9]1[CH:10]=[C:11]([C:15]2[C:23]3[C:22]([NH2:24])=[N:21][CH:20]=[N:19][C:18]=3[N:17]([C:25]3[CH:30]=[CH:29][CH:28]=[C:27]([O:31][CH2:32][CH2:33][CH2:34]Cl)[CH:26]=3)[CH:16]=2)[CH:12]=[CH:13][CH:14]=1)[C:2]1[CH:7]=[CH:6][CH:5]=[CH:4][CH:3]=1.[NH:36]1[CH:40]=[CH:39][N:38]=[C:37]1[Na].O>CN(C=O)C>[CH2:1]([O:8][C:9]1[CH:10]=[C:11]([C:15]2[C:23]3[C:22]([NH2:24])=[N:21][CH:20]=[N:19][C:18]=3[N:17]([C:25]3[CH:30]=[CH:29][CH:28]=[C:27]([O:31][CH2:32][CH2:33][CH2:34][N:36]4[CH:40]=[CH:39][N:38]=[CH:37]4)[CH:26]=3)[CH:16]=2)[CH:12]=[CH:13][CH:14]=1)[C:2]1[CH:7]=[CH:6][CH:5]=[CH:4][CH:3]=1.[NH3:17]. Yields the product C(C1=CC=CC=C1)OC=1C=C(C=CC1)C1=CN(C=2N=CN=C(C21)N)C2=CC(=CC=C2)OCCCN2C=NC=C2 (5-(3-benzyloxyphenyl)-7-[3-(3-(1-imidazolyl)propoxy)phenyl]-4-aminopyrrolo[2,3-d]-pyrimidine), N (ammonia). Solvent: CN(C)C=O (DMF). Procedure: 1.5 g of 5-(3-benzyloxyphenyl)-7-[3-(3-chloro-1-propoxy)phenyl]-4-aminopyrrolo[2,3-d]-pyrimidine and 0.33 g of imidazolyl sodium are heated to 50° C. in 30 ml of DMF and the mixture is stirred overnight. It is then cooled to RT, the solvent is stripped off in an RE and the mixture is treated with water, extracted 3 times with ethyl acetate and concentrated. 5-(3-benzyloxyphenyl)-7-[3-(3-(1-imidazolyl)propoxy)phenyl]-4-aminopyrrolo[2,3-d]-pyrimidine, (Rf=0.44, silica gel, methylene chloride/metha... The reactants are C(C1=CC=CC=C1)OC=1C=C(C=CC1)C1=CN(C=2N=CN=C(C21)N)C2=CC(=CC=C2)OCCCCl (5-(3-benzyloxyphenyl)-7-[3-(3-chloro-1-propoxy)phenyl]-4-aminopyrrolo[2,3-d]-pyrimidine), N1C(=NC=C1)[Na] (imidazolyl sodium), O (water). Conditions: time 8 hour. Reactants: NC1=NC=C(C=C1)Cl (2-amino-5-chloropyridine), N1=C2C(=NC=C1)C(=O)OC2=O (pyrazine 2,3-dicarboxylic acid anhydride). Product: ClC=1C=CC(=NC1)NC(=O)C=1C(=NC=CN1)C(=O)O (3-(5-chloropyrid-2-yl)carbamoyl-pyrazine-2-carboxylic acid). Isolated yield 85.0%. RXN SMILES: [NH2:1][C:2]1[CH:7]=[CH:6][C:5]([Cl:8])=[CH:4][N:3]=1.[N:9]1[CH:14]=[CH:13][N:12]=[C:11]2[C:15]([O:17][C:18](=[O:19])[C:10]=12)=[O:16]>>[Cl:8][C:5]1[CH:6]=[CH:7][C:2]([NH:1][C:15]([C:11]2[C:10]([C:18]([OH:19])=[O:17])=[N:9][CH:14]=[CH:13][N:12]=2)=[O:16])=[N:3][CH:4]=1. Procedure: The addition of 2-amino-5-chloropyridine to pyrazine 2,3-dicarboxylic acid anhydride (II) in a lot wise manner at room temperature in a molar ratio of 1.05:1 surprisingly accelerates the reaction to completion in resulting the product, 3-(5-chloropyrid-2-yl)carbamoyl-pyrazine-2-carboxylic acid (III) having high purity (>99%) with a good yield of 85 to 90% when compared with the prior art processes. Starting materials: CCO, CC(C)O, CSC1=NCCN1N, NN, Cc1ccc(S(=O)(=O)O)cc1. Yields the product NNC1=NCCN1N, Cc1ccc(S(=O)(=O)O)cc1. RXN SMILES: [CH3:26][CH2:27][OH:28].[CH:22]([OH:23])([CH3:24])[CH3:25].[NH2:12][N:13]1[C:14]([S:18][CH3:19])=[N:15][CH2:16][CH2:17]1.[NH2:20][NH2:21].[c:1]1([CH3:11])[cH:2][cH:3][c:4]([S:7](=[O:8])(=[O:9])[OH:10])[cH:5][cH:6]1>>[NH2:12][N:13]1[C:14]([NH:20][NH2:21])=[N:15][CH2:16][CH2:17]1.[c:1]1([CH3:11])[cH:2][cH:3][c:4]([S:7](=[O:8])(=[O:9])[OH:10])[cH:5][cH:6]1.